The task is: describe an organic reaction: reactants, conditions, products, and yield. This data is from the Open Reaction Database (ORD), a public repository of structured organic reaction records. The reactants are O=S1(CCN(CC2=C1C=CC=C2)C2=NC1=CC=C(C=C1C(=C2)OC2CN(CC2)C(=O)OC(C)(C)C)C)=O (tert-butyl 3-{[2-(1,1-dioxido-2,3-dihydro-1,4-benzothiazepin-4(5H)-yl)-6-methylquinolin-4-yl]oxy}pyrrolidine-1-carboxylate), Cl (hydrochloride). Solvent: C(C)(=O)OCC (ethyl acetate). Yields the product CC=1C=C2C(=CC(=NC2=CC1)N1CCS(C2=C(C1)C=CC=C2)(=O)=O)OC2CNCC2 (4-[6-Methyl-4-(pyrrolidin-3-yloxy)quinolin-2-yl]-2,3,4,5-tetrahydro-1,4-benzothiazepine 1,1-dioxide). The yield is 45.3%. As a reaction SMILES: [O:1]=[S:2]1(=[O:37])[C:8]2[CH:9]=[CH:10][CH:11]=[CH:12][C:7]=2[CH2:6][N:5]([C:13]2[CH:22]=[C:21]([O:23][CH:24]3[CH2:28][CH2:27][N:26](C(OC(C)(C)C)=O)[CH2:25]3)[C:20]3[C:15](=[CH:16][CH:17]=[C:18]([CH3:36])[CH:19]=3)[N:14]=2)[CH2:4][CH2:3]1.Cl>C(OCC)(=O)C>[CH3:36][C:18]1[CH:19]=[C:20]2[C:15](=[CH:16][CH:17]=1)[N:14]=[C:13]([N:5]1[CH2:6][C:7]3[CH:12]=[CH:11][CH:10]=[CH:9][C:8]=3[S:2](=[O:1])(=[O:37])[CH2:3][CH2:4]1)[CH:22]=[C:21]2[O:23][CH:24]1[CH2:28][CH2:27][NH:26][CH2:25]1. Procedure: A mixture of tert-butyl 3-{[2-(1,1-dioxido-2,3-dihydro-1,4-benzothiazepin-4(5H)-yl)-6-methylquinolin-4-yl]oxy}pyrrolidine-1-carboxylate (50 mg, 0.096 mmol) and a solution of hydrochloride in ethyl acetate (30 mL, 4 M) was stirred at room temperature for 8 hours. The resulting mixture was concentrated in vacuo and the residue was purified by preparative HPLC and SPE to afford 18.4 mg of the desired product (yield was 45.3%). MS obsd. (ESI+) [(M+H)+] 424, 1H NMR (400 MHz, CD3OD) δ ppm 8.11-8.08 (d...